This data is from the Open Reaction Database (ORD), a public repository of structured organic reaction records. The task is: describe an organic reaction: reactants, conditions, products, and yield Starting materials: ClC1=CC=C(S1)C(=O)N1C(C1)C(=O)OC (methyl N-(5-chlorothiophen-2yl)carbonyl-aziridine-2-carboxylate), COCCO (2-methoxyethanol), B(F)(F)F.CCOCC (boron trifluoride etherate). The solvent is C(Cl)Cl (methylene chloride). Run at time 3 hour. The product is ClC1=CC=C(S1)C(=O)NC(C(=O)OC)COCCOC (methyl 2-(5-chlorothiophen-2yl)carbonylamino-3-(2-methoxyethyloxy)propionate). Reaction SMILES: [Cl:1][C:2]1[S:6][C:5]([C:7]([N:9]2[CH2:11][CH:10]2[C:12]([O:14][CH3:15])=[O:13])=[O:8])=[CH:4][CH:3]=1.[CH3:16][O:17][CH2:18][CH2:19][OH:20].B(F)(F)F.CCOCC>C(Cl)Cl>[Cl:1][C:2]1[S:6][C:5]([C:7]([NH:9][CH:10]([CH2:11][O:20][CH2:19][CH2:18][O:17][CH3:16])[C:12]([O:14][CH3:15])=[O:13])=[O:8])=[CH:4][CH:3]=1 |f:2.3|. Procedure details: A mixture of 0.30 g (about 1 mmol) methyl N-(5-chlorothiophen-2yl)carbonyl-aziridine-2-carboxylate and 0.29 ml (3.7 mmol) 2-methoxyethanol in 4 ml methylene chloride is slowly combined with 0.16 ml boron trifluoride etherate and stirred for 3 h. The reaction mixture is concentrated and purified by chromatography (silica gel, petroleum ether/ethyl acetate 80/20->40/60). Rf value: 0.05 (silica gel; methylene chloride/methanol 80/20) The reactants are CC=1C=C(C=C([N+]1[O-])C1=NC(=CC=C1)C)[N+](=O)[O-] (6,6'-Dimethyl-4-nitro-2,2'-bipyridine-N-oxide), [BH4-].[Na+] (sodium borohydride). The reagents and catalysts are [Pd] (palladium on carbon). Solvent: CO (methanol). Yields the product NC1=CC(=NC(=C1)C)C1=NC(=CC=C1)C (4-Amino-6,6'-dimethyl-2,2'-bipyridine). Isolated yield 80.0%. As a reaction SMILES: [CH3:1][C:2]1[CH:3]=[C:4]([N+:16]([O-])=O)[CH:5]=[C:6]([C:9]2[CH:14]=[CH:13][CH:12]=[C:11]([CH3:15])[N:10]=2)[N+:7]=1[O-].[BH4-].[Na+]>CO.[Pd]>[NH2:16][C:4]1[CH:3]=[C:2]([CH3:1])[N:7]=[C:6]([C:9]2[CH:14]=[CH:13][CH:12]=[C:11]([CH3:15])[N:10]=2)[CH:5]=1 |f:1.2|. Procedure: 6,6'-Dimethyl-4-nitro-2,2'-bipyridine-N-oxide (17) (2.0 g, 8.2 mmoles) was dissolved in methanol (20 ml). 10% palladium on carbon (0.36 g) was added followed by slow addition of sodium borohydride (3.6 g, 95 mmoles). After one hour the reaction mixture was filtered and the solution was evaporated. The residue was dissolved in 0.1N sodium hydroxide solution and the product was extracted with chloroform from the water phase. The chloroform phase was dried and evaporated. Yield: 80% Reactants: c1ccc(CN2CCN(C3(c4ccccc4)CCCCC3)CC2)cc1, CO, [H][H], [Pd]. Product: c1ccc(C2(N3CCNCC3)CCCCC2)cc1. RXN SMILES: [CH2:1]([c:2]1[cH:3][cH:4][cH:5][cH:6][cH:7]1)[N:8]1[CH2:9][CH2:10][N:11]([C:14]2([c:20]3[cH:21][cH:22][cH:23][cH:24][cH:25]3)[CH2:15][CH2:16][CH2:17][CH2:18][CH2:19]2)[CH2:12][CH2:13]1.[CH3:28][OH:29].[H:26][H:27].[Pd:30]>>[NH:8]1[CH2:9][CH2:10][N:11]([C:14]2([c:20]3[cH:21][cH:22][cH:23][cH:24][cH:25]3)[CH2:15][CH2:16][CH2:17][CH2:18][CH2:19]2)[CH2:12][CH2:13]1. Reactants: NC=1C=C(C=CC1)C1=CC2CCCC(C1)N2C ((±)-3-(3-aminophenyl)-9-methyl-9-azabicyclo[3.3.1]non-2-ene), C(C)(=O)OC(C)=O (Acetic Acid anhydride). Solvent: ClCCl (dichloromethane). The product is C(C)(=O)O.C(C)(=O)NC=1C=C(C=CC1)C1=CC2CCCC(C1)N2C ((±)-3-(3-Acetamidophenyl)-9-methyl-9-azabicyclo[3.3.1]non-2-ene Acetic Acid Salt). As a reaction SMILES: [NH2:1][C:2]1[CH:3]=[C:4]([C:8]2[CH2:15][CH:14]3[N:16]([CH3:17])[CH:10]([CH2:11][CH2:12][CH2:13]3)[CH:9]=2)[CH:5]=[CH:6][CH:7]=1.[C:18]([O:21][C:22](=[O:24])[CH3:23])(=[O:20])[CH3:19]>ClCCl>[C:18]([OH:21])(=[O:20])[CH3:19].[C:22]([NH:1][C:2]1[CH:3]=[C:4]([C:8]2[CH2:9][CH:10]3[N:16]([CH3:17])[CH:14]([CH2:13][CH2:12][CH2:11]3)[CH:15]=2)[CH:5]=[CH:6][CH:7]=1)(=[O:24])[CH3:23] |f:3.4|. Reported procedure: To a solution of (±)-3-(3-aminophenyl)-9-methyl-9-azabicyclo[3.3.1]non-2-ene (0.43 g, 1.9 mmol) in dichloromethane was added dropwise, Acetic Acid anhydride (0.25 g, 0.23 ml) at 0° C. The mixture was triturated with petroleum ether (2×10 ml), followed by diethyl ether (10 ml). Yield 0.34 g, 55%. Mp. 59.9-63.4° C. The reactants are ClC1=CC=C(C(=N1)F)C1=C(C2=C(N(N=N2)CC2CC2)C=C1)C(F)(F)F (5-(6-Chloro-2-fluoropyridin-3-yl)-1-(cyclopropylmethyl)-4-(trifluoromethyl)-1H-benzotriazole), [B-](C=C)(F)(F)F.[K+] (potassium trifluoro(vinyl)borate), C([O-])([O-])=O.[Cs+].[Cs+] (cesium carbonate). The reagents and catalysts are CC(C)([P](C(C)(C)C)([Pd][P](C(C)(C)C)(C(C)(C)C)C(C)(C)C)C(C)(C)C)C (bis(tri-tert-butylphosphine)palladium(0)). Run in C(C)(=O)OCC (ethyl acetate), O1CCCC1 (tetrahydrofuran). Run at time 1.5 hour. Product: C1(CC1)CN1N=NC2=C1C=CC(=C2C(F)(F)F)C=2C(=NC(=CC2)C=C)F (1-(cyclopropylmethyl)-5-(6-ethenyl-2-fluoropyridin-3-yl)-4-(trifluoromethyl)-1H-benzotriazole). RXN SMILES: Cl[C:2]1[N:7]=[C:6]([F:8])[C:5]([C:9]2[CH:21]=[CH:20][C:12]3[N:13]([CH2:16][CH:17]4[CH2:19][CH2:18]4)[N:14]=[N:15][C:11]=3[C:10]=2[C:22]([F:25])([F:24])[F:23])=[CH:4][CH:3]=1.[B-](F)(F)(F)[CH:27]=[CH2:28].[K+].C(=O)([O-])[O-].[Cs+].[Cs+]>O1CCCC1.C(OCC)(=O)C.CC(C)([P](C(C)(C)C)([Pd][P](C(C)(C)C)(C(C)(C)C)C(C)(C)C)C(C)(C)C)C>[CH:17]1([CH2:16][N:13]2[C:12]3[CH:20]=[CH:21][C:9]([C:5]4[C:6]([F:8])=[N:7][C:2]([CH:27]=[CH2:28])=[CH:3][CH:4]=4)=[C:10]([C:22]([F:25])([F:24])[F:23])[C:11]=3[N:15]=[N:14]2)[CH2:19][CH2:18]1 |f:1.2,3.4.5,^1:52,58|. Procedure details: 5-(6-Chloro-2-fluoropyridin-3-yl)-1-(cyclopropylmethyl)-4-(trifluoromethyl)-1H-benzotriazole (135 mg, 0.37 mmol) was dissolved in degassed tetrahydrofuran (3.3 mL) and treated with potassium trifluoro(vinyl)borate (174 mg, 1.3 mmol, 4 equiv), cesium carbonate (154 mg, 0.47 mmol, 1.3 equiv) and bis(tri-tert-butylphosphine)palladium(0) (56 mg, 0.11 mmol, 0.3 equiv). The mixture was placed into a preheated oil bath at 65° C. for 1.5 hours, cooled to ambient temperature, diluted with ethyl acetate (... Reactants: C1(CC1)NC(CN1C(C(=C(C2=NC=C(C=C12)CC1=CC=C(C=C1)F)O)C(=O)NC)=O)=O (1-[2-(Cyclopropylamino)-2-oxoethyl]-7-[(4-fluorophenyl)methyl]-4-hydroxy-N-methyl-2-oxo-1,2-dihydro-1,5-naphthyridine-3-carboxamide), [OH-].[Na+] (NaOH). Run at time 4 hour. Yields the product C1(CC1)NC(CN1C(C(=C(C2=NC=C(C=C12)CC1=CC=C(C=C1)F)[O-])C(=O)NC)=O)=O.[Na+] (Sodium 1-[2-(cyclopropylamino)-2-oxoethyl]-7-[(4-fluorophenyl)methyl]-3-[(methylamino)carbonyl]-2-oxo-1,2-dihydro-1,5-naphthyridine-4-olate). Reaction SMILES: [CH:1]1([NH:4][C:5](=[O:31])[CH2:6][N:7]2[C:16]3[C:11](=[N:12][CH:13]=[C:14]([CH2:17][C:18]4[CH:23]=[CH:22][C:21]([F:24])=[CH:20][CH:19]=4)[CH:15]=3)[C:10]([OH:25])=[C:9]([C:26]([NH:28][CH3:29])=[O:27])[C:8]2=[O:30])[CH2:3][CH2:2]1.[OH-].[Na+:33]>>[CH:1]1([NH:4][C:5](=[O:31])[CH2:6][N:7]2[C:16]3[C:11](=[N:12][CH:13]=[C:14]([CH2:17][C:18]4[CH:23]=[CH:22][C:21]([F:24])=[CH:20][CH:19]=4)[CH:15]=3)[C:10]([O-:25])=[C:9]([C:26]([NH:28][CH3:29])=[O:27])[C:8]2=[O:30])[CH2:3][CH2:2]1.[Na+:33] |f:1.2,3.4|. Reported procedure: This compound was prepared by treating a mixture of the product from Example 473 with 1.5 equivalents of 1N NaOH solution. The mixture was stirred 4 h at rt and filtered to afford the product as a white solid: 1H NMR (d6-DMSO) δ 10.15 (1H, br), 8.25 (1H, s), 7.69 (1H, br), 7.27 (3H, m), 7.08 (2H, t, J=9 Hz), 4.70 (2H, br s), 4.05 (2H, s), 2.79 (3H, d, J=5 Hz), 2.60 (1H, m), 0.61 (2H, m), 0.40 (2H, m). Product: OC1=C(NS(C2=C1N(C=1C=CC=CC21)C)(=O)=O)C(=O)NC=2SC=CN2 (2,5-dihydro-4-hydroxy-5-methyl-N-(2-thiazolyl)-1,2-thiazino[5,6-b]indole-3-carboxamide-1,1-dioxide). Procedure: 3.0 gm (9.7 millimols) of methyl 2,5-dihydro-4-hydroxy-5-methyl-1,2-thiazino-[5,6-b]indole-3-carboxylate-1,1-dioxide, 1.0 gm-(10 millimols) of 2-amino-thiazole and 150 ml of xylene were refluxed for 3.5 hours in a Soxhlett-apparatus filled with a 4-A-molecular sieve. The reaction mixture then was filtered and yielded 2.2 gm (63% of theory) of crystalline 2,5-dihydro-4-hydroxy-5-methyl-N-(2-thiazolyl)-1,2-thiazino[5,6-b]indole-3-carboxamide-1,1-dioxide; M.p.: 260° C. (decomposition). As a reaction SMILES: [OH:1][C:2]1[C:7]2[N:8]([CH3:15])[C:9]3[CH:10]=[CH:11][CH:12]=[CH:13][C:14]=3[C:6]=2[S:5](=[O:17])(=[O:16])[NH:4][C:3]=1[C:18](OC)=[O:19].[NH2:22][C:23]1[S:24][CH:25]=[CH:26][N:27]=1>C1(C)C(C)=CC=CC=1>[OH:1][C:2]1[C:7]2[N:8]([CH3:15])[C:9]3[CH:10]=[CH:11][CH:12]=[CH:13][C:14]=3[C:6]=2[S:5](=[O:17])(=[O:16])[NH:4][C:3]=1[C:18]([NH:22][C:23]1[S:24][CH:25]=[CH:26][N:27]=1)=[O:19]. Run in C=1(C(=CC=CC1)C)C (xylene). The reactants are OC1=C(NS(C2=C1N(C=1C=CC=CC21)C)(=O)=O)C(=O)OC (methyl 2,5-dihydro-4-hydroxy-5-methyl-1,2-thiazino-[5,6-b]indole-3-carboxylate-1,1-dioxide), NC=1SC=CN1 (2-amino-thiazole). Yield: 60.3%.